describe an organic reaction: reactants, conditions, products, and yield From a dataset of the Open Reaction Database (ORD), a public repository of structured organic reaction records. Starting materials: C(C#C)OCCC(=O)O (3-(prop-2-ynyloxy)propionic acid), OCC1(COC1)CCC (3-hydroxymethyl-3-n-propyloxetane). The product is C(CC)C12COC(OC1)(OC2)CCOCC#C (4-n-Propyl-1-[2-(prop-2-ynyloxy)ethyl]-2,6,7-trioxabicyclo[2.2.2] octane). RXN SMILES: [CH2:1]([O:4][CH2:5][CH2:6][C:7]([OH:9])=[O:8])[C:2]#[CH:3].[OH:10][CH2:11][C:12]1([CH2:16][CH2:17][CH3:18])[CH2:15]O[CH2:13]1>>[CH2:16]([C:12]12[CH2:11][O:10][C:7]([CH2:6][CH2:5][O:4][CH2:1][C:2]#[CH:3])([O:9][CH2:15]1)[O:8][CH2:13]2)[CH2:17][CH3:18]. Reported procedure: 4-n-Propyl-1-[2-(prop-2-ynyloxy)ethyl]-2,6,7-trioxabicyclo[2.2.2] octane was prepared from 3-(prop-2-ynyloxy)propionic acid and 3-hydroxymethyl-3-n-propyloxetane using methodology described in Example I. Starting materials: 1,4-CHDM, C(C1=CC=C(C(=O)OC)C=C1)(=O)OC (dimethyl terephthalate). The reagents and catalysts are [Pd] (Pd). The product is C1(CCCCC1)(C(=O)OC)C(=O)OC (dimethyl cyclohexanedicarboxylate). Reaction SMILES: C(OC)(=O)[C:2]1[CH:11]=[CH:10][C:5]([C:6]([O:8][CH3:9])=[O:7])=[CH:4][CH:3]=1>[Pd]>[C:5]1([C:6]([O:8][CH3:9])=[O:7])([C:6]([O:8][CH3:9])=[O:7])[CH2:4][CH2:3][CH2:2][CH2:11][CH2:10]1. Procedure: In the past 1,4-CHDM has been made by a process in which dimethyl terephthalate is subjected to hydrogenation using a catalyst of Ru or Pd carried on alumina to give dimethyl cyclohexanedicarboxylate, and then a side chain of the resulting ester is subjected to a hydrogenation reaction in the presence of a Cu—Zn oxide catalyst, to manufacture 1,4-CHDM, as mentioned, for example, in JP-W-8-510686. In addition, in JP-A-6-228028 is described a process for the manufacture of 1,4-CHDM where dialkyl t... Starting materials: FC=1C(=C(C(=O)NN)C=CC1F)NC1=C(C=C(C=C1)I)C (3,4-Difluoro-2-(4-iodo-2-methyl-phenylamino)-benzoic acid hydrazide), N#CBr (cyanogen bromide), C([O-])(O)=O.[Na+] (sodium bicarbonate). Run in O (water), O1CCOCC1 (dioxane). The product is FC=1C(=C(C=CC1F)C1=NN=C(O1)N)NC1=C(C=C(C=C1)I)C (5-[3,4-Difluoro-2-(4-iodo-2-methyl-phenylamino)-phenyl]-[1,3,4]oxadiazol-2-ylamine). Yield: 58.0%. RXN SMILES: [F:1][C:2]1[C:3]([NH:13][C:14]2[CH:19]=[CH:18][C:17]([I:20])=[CH:16][C:15]=2[CH3:21])=[C:4]([CH:9]=[CH:10][C:11]=1[F:12])[C:5]([NH:7][NH2:8])=[O:6].[N:22]#[C:23]Br.C(=O)(O)[O-].[Na+]>O1CCOCC1.O>[F:1][C:2]1[C:3]([NH:13][C:14]2[CH:19]=[CH:18][C:17]([I:20])=[CH:16][C:15]=2[CH3:21])=[C:4]([C:5]2[O:6][C:23]([NH2:22])=[N:8][N:7]=2)[CH:9]=[CH:10][C:11]=1[F:12] |f:2.3|. Reported procedure: To a solution of 3,4-Difluoro-2-(4-iodo-2-methyl-phenylamino)-benzoic acid hydrazide (0.806 g, 2 mmol) in 5 ml of dioxane was added cyanogen bromide (0.212 g, 2 mmol) followed by a solution of sodium bicarbonate (0.17 g, 2 mmol) in 5 ml of water. The resulting mixture was stirred 18 ours at room temperature. The solution was concentrated and the residure was run column with hexanes/ethyl acetate (3/1) to give the product which was recrystallized from ethyl acetate/hexanes to provide a pale-yello... Starting materials: NCCSCC1=NNC=C1 (3-[(2-aminoethyl)-thiomethyl]pyrazole), CN=C=O (methyl isocyanate). The product is CNC(=O)NCCSCC1=NNC=C1 (N-Methyl-N'-[2-(3-pyrazolylmethylthio)ethyl]urea). RXN SMILES: [NH2:1][CH2:2][CH2:3][S:4][CH2:5][C:6]1[CH:10]=[CH:9][NH:8][N:7]=1.[CH3:11][N:12]=[C:13]=[O:14]>>[CH3:11][NH:12][C:13]([NH:1][CH2:2][CH2:3][S:4][CH2:5][C:6]1[CH:10]=[CH:9][NH:8][N:7]=1)=[O:14]. Procedure: By the procedure of Example 24, 3-[(2-aminoethyl)-thiomethyl]pyrazole is reacted with methyl isocyanate to give the title compound. Reactants: 50, ClC1=C(C=C(C=C1)[N+](=O)[O-])N (2-chloro-5-nitrobenzenamine), C=S (methanethial). Solvent: O1CCOCC1 (1,4-dioxane). Yields the product 62.2, ClC1=C(C=C(C=C1)[N+](=O)[O-])N=C=S (1-chloro-2-isothiocyanato-4-nitrobenzene). As a reaction SMILES: [Cl:1][C:2]1[CH:7]=[CH:6][C:5]([N+:8]([O-:10])=[O:9])=[CH:4][C:3]=1[NH2:11].[CH2:12]=[S:13]>O1CCOCC1>[Cl:1][C:2]1[CH:7]=[CH:6][C:5]([N+:8]([O-:10])=[O:9])=[CH:4][C:3]=1[N:11]=[C:12]=[S:13]. Procedure details: A mixture of 50 parts of 2-chloro-5-nitrobenzenamine, 33.4 parts of methanethial and 450 parts of 1,4-dioxane is stirred and refluxed for 4 hours. The reaction mixture is evaporated, yielding 62.2 parts of 1-chloro-2-isothiocyanato-4-nitrobenzene as a residue. Starting materials: C1CCOC1, COC(=O)CN1CCN(C2CCCCc3ccccc32)CC1C, CO, CO, ClCCl, ClCCl, [Li+], [OH-], O, O. Product: CC1CN(C2CCCCc3ccccc32)CCN1CC(=O)O. As a reaction SMILES: [CH2:37]1[O:38][CH2:39][CH2:40][CH2:41]1.[CH3:1][CH:2]1[N:3]([CH2:19][C:20](=[O:21])[O:22][CH3:23])[CH2:4][CH2:5][N:6]([CH:8]2[CH2:9][CH2:10][CH2:11][CH2:12][c:13]3[c:14]2[cH:15][cH:16][cH:17][cH:18]3)[CH2:7]1.[CH3:33][OH:34].[CH3:35][OH:36].[Cl:27][CH2:28][Cl:29].[Cl:30][CH2:31][Cl:32].[Li+:26].[OH-:25].[OH2:24].[OH2:42]>>[CH3:1][CH:2]1[N:3]([CH2:19][C:20](=[O:21])[OH:22])[CH2:4][CH2:5][N:6]([CH:8]2[CH2:9][CH2:10][CH2:11][CH2:12][c:13]3[c:14]2[cH:15][cH:16][cH:17][cH:18]3)[CH2:7]1.